Dataset: the Open Reaction Database (ORD), a public repository of structured organic reaction records. Task: describe an organic reaction: reactants, conditions, products, and yield Starting materials: C1CC(=O)N(C1=O)OC(=O)ON2C(=O)CCC2=O (N,N'-Disuccinimidyl carbonate), [N+](=O)([O-])C=1C=C(C(=O)NCC(=O)O)C=CC1 (3-nitro-benzoyl glycine), ethyl 3-amino-3-pyridyl propionate, CN(C)C1=NC=CC=C1 (dimethylaminopyridine), ethyl 3-amino-3-(3-pyridyl) propionate dihydrochloride, Cl.C(C)NCCC(=O)O (ethyl beta-alanine hydrochloride). Solvent: CN(C=O)C (dimethylformamide), C([O-])([O-])=O.[K+].[K+] (potassium carbonate). Product: [N+](=O)([O-])C=1C=C(C=CC1)C(=O)NCC(=O)NC(CC(=O)OCC)C=1C=NC=CC1 (ethyl β-[[2-[[(3-nitrophenyl)carbonyl]amino]acetyl]amino]pyridine-3-propanoate). Yield: 80.0%. RXN SMILES: Cl.C([NH:4][CH2:5][CH2:6][C:7]([OH:9])=[O:8])C.[CH2:10]1C(=O)N(OC(ON2C(=O)CCC2=O)=O)C(=O)[CH2:11]1.[N+:28]([C:31]1[CH:32]=[C:33]([CH:41]=[CH:42][CH:43]=1)[C:34]([NH:36][CH2:37][C:38]([OH:40])=O)=[O:35])([O-:30])=[O:29].CN([C:47]1[CH:52]=[CH:51][CH:50]=[CH:49][N:48]=1)C>CN(C)C=O.C(=O)([O-])[O-].[K+].[K+]>[N+:28]([C:31]1[CH:32]=[C:33]([C:34]([NH:36][CH2:37][C:38]([NH:4][CH:5]([C:52]2[CH:47]=[N:48][CH:49]=[CH:50][CH:51]=2)[CH2:6][C:7]([O:9][CH2:10][CH3:11])=[O:8])=[O:40])=[O:35])[CH:41]=[CH:42][CH:43]=1)([O-:30])=[O:29] |f:0.1,6.7.8|. Reported procedure: The same procedure used in the preparation of Example C was followed substituting an equivalent amount of DL-ethyl 3-amino-3-pyridyl propionate for ethyl beta-alanine hydrochloride. N,N'-Disuccinimidyl carbonate (14 g, 5.5 mmol) was added to 3-nitro-benzoyl glycine (10 g, 4.5 mmol) in dry dimethylformamide (30 mL) followed by dimethylaminopyridine (200 mg). After a period of 1 hour DL-ethyl 3-amino-3-(3-pyridyl) propionate dihydrochloride (13 g, 4.6 mmol) in 20% aqueous potassium carbonate (50 m... Starting materials: C(C(=O)Cl)(=O)Cl (oxalyl chloride), ClC=1C=C(N)C=CC1 (3-chloroaniline), CN(C)C=O (DMF), COC1=C(C=C(C(=O)O)C=C1)[N+](=O)[O-] (4-methoxy-3-nitrobenzoic acid), CN(C)C=O (DMF). Run in CCCCCC (hexane). Yields the product NC=1C=C(C(=O)NC2=CC(=CC=C2)Cl)C=CC1OC (3-Amino-4-methoxy-N-(3-chlorophenyl)-benzamide). The yield is 32.6%. Reaction SMILES: C(Cl)(=O)C(Cl)=O.[CH3:7][O:8][C:9]1[CH:17]=[CH:16][C:12]([C:13]([OH:15])=O)=[CH:11][C:10]=1[N+:18]([O-])=O.CN(C=O)C.[Cl:26][C:27]1[CH:28]=[C:29]([CH:31]=[CH:32][CH:33]=1)[NH2:30]>CCCCCC>[NH2:18][C:10]1[CH:11]=[C:12]([CH:16]=[CH:17][C:9]=1[O:8][CH3:7])[C:13]([NH:30][C:29]1[CH:31]=[CH:32][CH:33]=[C:27]([Cl:26])[CH:28]=1)=[O:15]. Procedure details: Prepared according to the procedure described for Example 1 using oxalyl chloride (3.0 mL, 34.39 mmol), 4-methoxy-3-nitrobenzoic acid (5.00 g, 25.36 mmol), DMF (0.5 mL, 6.46 mmol), and 3-chloroaniline (5.4 mL, 51.05 mmol). The reduction was performed as described but using DMF as the solvent to afford the product (2.29 g) after trituration in hexane; m.p. 144-146° C. after recrystallization from ethyl acetate. The reactants are [BH-](OC(=O)C)(OC(=O)C)OC(=O)C.[Na+] (Na(OAc)3BH), [N+](=O)([O-])C1=CC=C(C=O)O1 (5-nitrofurfural), C1=CC=C(C=2C3=CC=CC=C3NC12)OCC(CN1CCNCC1)O (1-(9H-carbazol-4-yloxy)-3-piperazin-1-yl propan-2-ol). The reagents and catalysts are C(C)(=O)O (acetic acid). The solvent is C1CCOC1 (THF), ClCCl (dichloromethane). Run at time 6 hour. Product: C1=CC=C(C=2C3=CC=CC=C3NC12)OCC(CN1CCN(CC1)CC=1OC(=CC1)[N+](=O)[O-])O (1-(9H-carbazol-4-yloxy)-3-{4-[(5-nitro-2-furyl)methyl]piperazin-1-yl}propan-2-ol). The yield is 28.8%. As a reaction SMILES: [CH:1]1[C:13]2[NH:12][C:11]3[C:6](=[CH:7][CH:8]=[CH:9][CH:10]=3)[C:5]=2[C:4]([O:14][CH2:15][CH:16]([OH:24])[CH2:17][N:18]2[CH2:23][CH2:22][NH:21][CH2:20][CH2:19]2)=[CH:3][CH:2]=1.[N+:25]([C:28]1[O:34][C:31]([CH:32]=O)=[CH:30][CH:29]=1)([O-:27])=[O:26].[BH-](OC(C)=O)(OC(C)=O)OC(C)=O.[Na+]>C1COCC1.C(O)(=O)C.ClCCl>[CH:1]1[C:13]2[NH:12][C:11]3[C:6](=[CH:7][CH:8]=[CH:9][CH:10]=3)[C:5]=2[C:4]([O:14][CH2:15][CH:16]([OH:24])[CH2:17][N:18]2[CH2:23][CH2:22][N:21]([CH2:32][C:31]3[O:34][C:28]([N+:25]([O-:27])=[O:26])=[CH:29][CH:30]=3)[CH2:20][CH2:19]2)=[CH:3][CH:2]=1 |f:2.3|. Procedure: To a mixture of 1-(9H-carbazol-4-yloxy)-3-piperazin-1-yl propan-2-ol (0.5 g 1.54 mmol) in THF (10 mL), was added 2-3 drops of glacial acetic acid, followed by 5-nitrofurfural (0.325 g, 2.3 mmol). To the above solution Na(OAc)3BH (0.98 g, 4.6 mmol) was added carefully at room temperature and the reaction mixture was stirred at room temperature for 6 hours. Subsequently the reaction mixture was diluted with dichloromethane (50 mL), washed with water and brine solution. The organic layer was dried ... Starting materials: C(C1=CC=CC=C1)OC1=CC(=NC=C1)NC(OC(C)(C)C)=O (tert-butyl 4-(benzyloxy)pyridin-2-ylcarbamate). The reagents and catalysts are [Pd] (palladium on carbon). The solvent is CO (methanol). Run at time 70 minute. The product is OC1=CC(=NC=C1)NC(OC(C)(C)C)=O (tert-butyl 4-hydroxypyridin-2-ylcarbamate). The yield is 100.0%. As a reaction SMILES: C([O:8][C:9]1[CH:14]=[CH:13][N:12]=[C:11]([NH:15][C:16](=[O:22])[O:17][C:18]([CH3:21])([CH3:20])[CH3:19])[CH:10]=1)C1C=CC=CC=1>CO.[Pd]>[OH:8][C:9]1[CH:14]=[CH:13][N:12]=[C:11]([NH:15][C:16](=[O:22])[O:17][C:18]([CH3:20])([CH3:19])[CH3:21])[CH:10]=1. Reported procedure: To a solution of tert-butyl 4-(benzyloxy)pyridin-2-ylcarbamate (5.89 g, 19.6 mmol) in methanol was added palladium on carbon (1.04 g, 0.981 mmol). After stirring under a hydrogen balloon at room temperature for 70 minutes, the solids were removed by filtration. The filtrate was concentrated under reduced pressure and solidified under high vacuum to provide the product (4.12 g, 99%) as white solid.